This data is from the Open Reaction Database (ORD), a public repository of structured organic reaction records. The task is: describe an organic reaction: reactants, conditions, products, and yield The reactants are CCC(=O)Cl, [H-], CCCCc1nn(-c2ccc(N)cc2C(F)(F)F)c(=O)n1Cc1ccc(-c2ccccc2S(=O)(=O)NC(=O)c2ccccc2Cl)cc1, [Na+], CN(C)C=O. Product: CCCCc1nn(-c2ccc(NC(=O)CC)cc2C(F)(F)F)c(=O)n1Cc1ccc(-c2ccccc2S(=O)(=O)NC(=O)c2ccccc2Cl)cc1. Reaction SMILES: [C:50]([CH2:51][CH3:52])(=[O:53])[Cl:54].[H-:48].[NH2:1][c:2]1[cH:3][c:4]([C:44]([F:45])([F:46])[F:47])[c:5](-[n:8]2[n:9][c:10]([CH2:40][CH2:41][CH2:42][CH3:43])[n:11]([CH2:14][c:15]3[cH:16][cH:17][c:18](-[c:21]4[c:22]([S:27]([NH:28][C:29]([c:30]5[c:31]([Cl:36])[cH:32][cH:33][cH:34][cH:35]5)=[O:37])(=[O:38])=[O:39])[cH:23][cH:24][cH:25][cH:26]4)[cH:19][cH:20]3)[c:12]2=[O:13])[cH:6][cH:7]1.[Na+:49].[O:55]=[CH:56][N:57]([CH3:58])[CH3:59]>>[NH:1]([c:2]1[cH:3][c:4]([C:44]([F:45])([F:46])[F:47])[c:5](-[n:8]2[n:9][c:10]([CH2:40][CH2:41][CH2:42][CH3:43])[n:11]([CH2:14][c:15]3[cH:16][cH:17][c:18](-[c:21]4[c:22]([S:27]([NH:28][C:29]([c:30]5[c:31]([Cl:36])[cH:32][cH:33][cH:34][cH:35]5)=[O:37])(=[O:38])=[O:39])[cH:23][cH:24][cH:25][cH:26]4)[cH:19][cH:20]3)[c:12]2=[O:13])[cH:6][cH:7]1)[C:50]([CH2:51][CH3:52])=[O:53]. Starting materials: CSc1ncnc2cscc12, CCO, NC1Cc2ccccc2C1. Product: c1ccc2c(c1)CC(Nc1ncnc3cscc13)C2. Reaction SMILES: [CH3:1][S:2][c:3]1[c:4]2[c:5]([n:6][cH:7][n:8]1)[cH:9][s:10][cH:11]2.[CH3:22][CH2:23][OH:24].[NH2:12][CH:13]1[CH2:14][c:15]2[cH:16][cH:17][cH:18][cH:19][c:20]2[CH2:21]1>>[c:3]1([NH:12][CH:13]2[CH2:14][c:15]3[cH:16][cH:17][cH:18][cH:19][c:20]3[CH2:21]2)[c:4]2[c:5]([n:6][cH:7][n:8]1)[cH:9][s:10][cH:11]2. The reactants are COC(=O)Cn1ccc(C(O)(C(C)c2ccc(Cl)cc2Cl)C(F)(F)F)cc1=O, CO, Cl, [Na+], [OH-]. The product is CC(c1ccc(Cl)cc1Cl)C(O)(c1ccn(CC(=O)O)c(=O)c1)C(F)(F)F. As a reaction SMILES: [CH3:1][O:2][C:3]([CH2:4][n:5]1[c:6](=[O:27])[cH:7][c:8]([C:11]([CH:12]([CH3:13])[c:14]2[c:15]([Cl:21])[cH:16][c:17]([Cl:20])[cH:18][cH:19]2)([C:22]([F:23])([F:24])[F:25])[OH:26])[cH:9][cH:10]1)=[O:28].[CH3:32][OH:33].[ClH:31].[Na+:30].[OH-:29]>>[O:2]=[C:3]([CH2:4][n:5]1[c:6](=[O:27])[cH:7][c:8]([C:11]([CH:12]([CH3:13])[c:14]2[c:15]([Cl:21])[cH:16][c:17]([Cl:20])[cH:18][cH:19]2)([C:22]([F:23])([F:24])[F:25])[OH:26])[cH:9][cH:10]1)[OH:28]. Reactants: NCCCP(OC(C)C)(=O)CCC (isopropyl 3-aminopropyl(n-propyl)phosphinate). The solvent is Cl (hydrochloric acid). The product is NCCCP(O)(=O)CCC (3-aminopropyl(n-propyl)phosphinic acid). As a reaction SMILES: [NH2:1][CH2:2][CH2:3][CH2:4][P:5]([CH2:11][CH2:12][CH3:13])(=[O:10])[O:6]C(C)C>Cl>[NH2:1][CH2:2][CH2:3][CH2:4][P:5]([CH2:11][CH2:12][CH3:13])(=[O:6])[OH:10]. Procedure: 7.0 g of isopropyl 3-aminopropyl(n-propyl)phosphinate and 40 ml of 20% hydrochloric acid are stirred at reflux temperature overnight. The reaction mixture is evaporated to dryness, taken up in methanol and treated with propylene oxide. The white solid is filtered off and dried over phosphorous pentoxide to yield 3-aminopropyl(n-propyl)phosphinic acid ×0.1 H2O as white crystals, m.p. 210°-213°.